From a dataset of the Open Reaction Database (ORD), a public repository of structured organic reaction records. describe an organic reaction: reactants, conditions, products, and yield Starting materials: NC=1C=NC2=CC=CC(=C2C1)[N+](=O)[O-] (3-Amino-5-nitroquinoline), OS(=O)(=O)O (H2SO4), OS(=O)(=O)O (H2SO4), N(=O)[O-].[Na+] (NaNO2), amine. Run in O (water). Run at temperature 5 celsius, time 45 minute. Product: OC=1C=NC2=CC=CC(=C2C1)[N+](=O)[O-] (3-Hydroxy-5-nitroquinoline). As a reaction SMILES: N[C:2]1[CH:3]=[N:4][C:5]2[C:10]([CH:11]=1)=[C:9]([N+:12]([O-:14])=[O:13])[CH:8]=[CH:7][CH:6]=2.[OH:15]S(O)(=O)=O.N([O-])=O.[Na+]>O>[OH:15][C:2]1[CH:3]=[N:4][C:5]2[C:10]([CH:11]=1)=[C:9]([N+:12]([O-:14])=[O:13])[CH:8]=[CH:7][CH:6]=2 |f:2.3|. Reported procedure: 3-Amino-5-nitroquinoline, as described above in Step C, (4.48 g, 23.68 mmol) was dissolved in H2SO4 (6N aqueous solution, 50 mL, 300 mmol) and cooled to approximately 5° C. A 0° C. solution of NaNO2 (1.63g, 23.68 mmol) in water (5 mL) was added dropwise to the amine solution. After 45 min at 5 to 10° C., the reaction was poured into refluxing 5% aqueous H2SO4 (300 mL). The resulting mixture was heated for 5 min, then cooled and extracted once with CH2Cl2. The aqueous layer was basified with soli... Reactants: C(C)(=O)NC=1C=C2CC3C(=NNC(C3)=O)C2=CC1 (7-Acetamido-4,4a-dihydro-[5H]-indeno[1,2-c]pyridazin-3[2H]-one), C(C)O (ethanol). The solvent is O.NN (hydrazine hydrate). Product: NC=1C=C2CC3C(=NNC(C3)=O)C2=CC1 (7-amino-4,4a-dihydro-[5H]-indeno[1,2-c]pyridazin-3[2H]-one). Yield: 33.0%. As a reaction SMILES: C([NH:4][C:5]1[CH:6]=[C:7]2[C:16](=[CH:17][CH:18]=1)[C:10]1=[N:11][NH:12][C:13](=[O:15])[CH2:14][CH:9]1[CH2:8]2)(=O)C.C(O)C>O.NN>[NH2:4][C:5]1[CH:6]=[C:7]2[C:16](=[CH:17][CH:18]=1)[C:10]1=[N:11][NH:12][C:13](=[O:15])[CH2:14][CH:9]1[CH2:8]2 |f:2.3|. Procedure details: 7-Acetamido-4,4a-dihydro-[5H]-indeno[1,2-c]pyridazin-3[2H]-one (1.50 g) was suspended in hydrazine hydrate (30 ml ) and heated under reflux with ethanol (5 ml ) for 2 hours. The solution was filtered through diatomaceous earth, allowed to cool, then extracted into chloroform. The combined organic extracts were dried over magnesium sulphate and concentrated. Recrystallisation of the crude product from n-propanol gave 7-amino-4,4a-dihydro-[5H]-indeno[1,2-c]pyridazin-3[2H]-one (0.41 g, m.p. 244°-24...